From a dataset of the Open Reaction Database (ORD), a public repository of structured organic reaction records. describe an organic reaction: reactants, conditions, products, and yield The reactants are [H-].[Na+] (sodium hydride), BrCC(=O)OCC (ethyl bromoacetate), ClC1=CC=C(C=C1)CN1C(=NC2=C1C(CC2)O)C(C)C (3-[(4-chlorophenyl)methyl]-2-(1-methylethyl)-3,4,5,6-tetrahydrocyclopenta[d]imidazol-4-ol), [H-].[Na+] (sodium hydride), BrCC(=O)OCC (ethyl bromoacetate). Run in CN(C=O)C (N,N-dimethylformamide). Reaction conditions: temperature 0 celsius, time 30 minute. Yields the product N.ClC1=CC=C(C=C1)CN1C(=NC2=C1C(CC2)OCC(=O)O)C(C)C ({[3-[(4-chlorophenyl)methyl]-2-(1-methylethyl)-3,4,5,6-tetrahydrocyclopenta[d]imidazol-4-yl]oxy}acetic acid ammonia salt). As a reaction SMILES: [Cl:1][C:2]1[CH:7]=[CH:6][C:5]([CH2:8][N:9]2[C:13]3[CH:14]([OH:17])[CH2:15][CH2:16][C:12]=3[N:11]=[C:10]2[CH:18]([CH3:20])[CH3:19])=[CH:4][CH:3]=1.[H-].[Na+].Br[CH2:24][C:25]([O:27]CC)=[O:26]>CN(C)C=O>[NH3:9].[Cl:1][C:2]1[CH:3]=[CH:4][C:5]([CH2:8][N:9]2[C:13]3[CH:14]([O:17][CH2:24][C:25]([OH:27])=[O:26])[CH2:15][CH2:16][C:12]=3[N:11]=[C:10]2[CH:18]([CH3:20])[CH3:19])=[CH:6][CH:7]=1 |f:1.2,5.6|. Procedure: To a stirred solution of Intermediate 19 (210 mg) in anhydrous N,N-dimethylformamide (3 mL) at 0° C. under an atmosphere of nitrogen was added sodium hydride (40.4 mg) as a 60% by weight suspension on mineral oil in one charge. The reaction mixture was stirred at 0° C. for 30 min. To the reaction mixture was added neat ethyl bromoacetate (0.105 mL) in one charge the reaction was then left stirring at 0° C. for 1 hour and then warmed to ambient temperature and left stirring under nitrogen atm. fo... The reactants are ClC1=C(OCCOCCC(C(CC)=O)C(CC)=O)C=CC(=C1)OC (4{2-[2-(2-Chloro-4-methoxyphenoxy)ethoxy]ethyl}-3,5-heptane-dione), ( b ), [Li] (lithium), 2-Cl-4-CH3OC6H3, [I-] (iodide). Yields the product CCC(CC(CC)=O)=O (3,5-heptanedione). As a reaction SMILES: ClC1C=C(OC)C=CC=1OCCOCC[CH:10]([C:15](=[O:18])[CH2:16][CH3:17])[C:11](=[O:14])[CH2:12][CH3:13].[I-].[Li]>>[CH3:17][CH2:16][C:15](=[O:18])[CH2:10][C:11](=[O:14])[CH2:12][CH3:13] |^1:25|. Procedure: 4{2-[2-(2-Chloro-4-methoxyphenoxy)ethoxy]ethyl}-3,5-heptane-dione [I; Ar is 2-Cl-4-CH3OC6H3, Alk is (CH2)2O(CH2)2, R and R' are CH3CH2CO] was prepared from 65.1 g. of the iodide from part (b) and the lithium salt derived from 41.0 g. of 3,5-heptanedione to give 12.1 g. of product, b.p. 168°-172° C. (0.005 mm.). Starting materials: ClC1=NC=NC(=C1)Cl (4,6-Dichloropyrimidine), NC(CO)CC (2-amino-1-butanol). The solvent is O1CCOCC1 (1,4-dioxane). Yields the product ClC1=CC(=NC=N1)NC(CO)CC (2-[(6-Chloro-4-pyrimidinyl)amino]-1-butanol). Reaction SMILES: Cl[C:2]1[CH:7]=[C:6]([Cl:8])[N:5]=[CH:4][N:3]=1.[NH2:9][CH:10]([CH2:13][CH3:14])[CH2:11][OH:12]>O1CCOCC1>[Cl:8][C:6]1[N:5]=[CH:4][N:3]=[C:2]([NH:9][CH:10]([CH2:13][CH3:14])[CH2:11][OH:12])[CH:7]=1. Procedure: 4,6-Dichloropyrimidine (5.0 g) and 2-amino-1-butanol (6.5 mL) were heated under reflux in 1,4-dioxane (26 mL) for 1 hour. The reaction mixture was evaporated, and the resulting residue was purified by silica gel column chromatography (ethyl acetate:n-hexane=1:10) to give the title compound (5.6 g) as a pale orange oil.